describe an organic reaction: reactants, conditions, products, and yield From a dataset of the Open Reaction Database (ORD), a public repository of structured organic reaction records. Reactants: NC=1SC2=C(N1)CCC(C2)N (racemic 2,6 diamino-4,5,6,7-tetrahydro-benzothiazole), S(=O)(=O)(OCCC)C1=CC=C(C)C=C1 (propyl tosylate). The solvent is C(CC)O (n-propanol), C(CC)O (n-propanol). Conditions: temperature 95 celsius, time 2 hour. The product is CCCN[C@H]1CCC2=C(SC(=N2)N)C1.CC=1C=CC(=CC1)S(=O)(=O)O (Pramipexole P-TSA). Reaction SMILES: [NH2:1][C:2]1[S:3][C:4]2[CH2:10][CH:9]([NH2:11])[CH2:8][CH2:7][C:5]=2[N:6]=1.[S:12]([C:19]1[CH:25]=[CH:24][C:22]([CH3:23])=[CH:21][CH:20]=1)([O:15][CH2:16][CH2:17][CH3:18])(=[O:14])=[O:13]>C(O)CC>[CH3:16][CH2:17][CH2:18][NH:11][C@@H:9]1[CH2:10][C:4]2[S:3][C:2]([NH2:1])=[N:6][C:5]=2[CH2:7][CH2:8]1.[CH3:23][C:22]1[CH:24]=[CH:25][C:19]([S:12]([OH:15])(=[O:14])=[O:13])=[CH:20][CH:21]=1 |f:3.4|. Reported procedure: A 250 ml, three necked flask was equipped with a magnetic stirrer, a temperature probe, a heating mantle, a claisen joint, a reflux condenser, and a 100 ml addition funnel. The flask was charged with 5 grams of racemic 2,6 diamino-4,5,6,7-tetrahydro-benzothiazole, followed by 80 ml of n-propanol. Under continuous stirring, the mixture was heated to a temperature of 95° C. over 15 minutes generating a clear solution. The addition funnel was charged with a solution of 10.12 grams propyl tosylate a... Starting materials: OCCCO, CCCO, CCOCc1nc2c(N)nc3cc(Br)ccc3c2n1Cc1ccc(CNC(=O)OC(C)(C)C)cc1, [Na+], [Na+], O=C([O-])[O-], O, c1ccc(P(c2ccccc2)c2ccccc2)cc1, OB(O)c1cccnc1. Yields the product CCOCc1nc2c(N)nc3cc(-c4cccnc4)ccc3c2n1Cc1ccc(CNC(=O)OC(C)(C)C)cc1. Reaction SMILES: [CH2:55]([OH:56])[CH2:57][CH2:58][OH:59].[CH2:76]([OH:77])[CH2:78][CH3:79].[NH2:1][c:2]1[n:3][c:4]2[cH:5][c:6]([Br:35])[cH:7][cH:8][c:9]2[c:10]2[c:11]1[n:12][c:13]([CH2:31][O:32][CH2:33][CH3:34])[n:14]2[CH2:15][c:16]1[cH:17][cH:18][c:19]([CH2:20][NH:21][C:22]([O:23][C:24]([CH3:25])([CH3:26])[CH3:27])=[O:28])[cH:29][cH:30]1.[Na+:69].[Na+:70].[O-:71][C:72](=[O:73])[O-:74].[OH2:75].[c:36]1([P:37]([c:38]2[cH:39][cH:40][cH:41][cH:42][cH:43]2)[c:44]2[cH:45][cH:46][cH:47][cH:48][cH:49]2)[cH:50][cH:51][cH:52][cH:53][cH:54]1.[n:60]1[cH:61][c:62]([B:66]([OH:67])[OH:68])[cH:63][cH:64][cH:65]1>>[NH2:1][c:2]1[n:3][c:4]2[cH:5][c:6](-[c:62]3[cH:61][n:60][cH:65][cH:64][cH:63]3)[cH:7][cH:8][c:9]2[c:10]2[c:11]1[n:12][c:13]([CH2:31][O:32][CH2:33][CH3:34])[n:14]2[CH2:15][c:16]1[cH:17][cH:18][c:19]([CH2:20][NH:21][C:22]([O:23][C:24]([CH3:25])([CH3:26])[CH3:27])=[O:28])[cH:29][cH:30]1. Starting materials: OC1=CC2=CC=CC=C2C=C1 (2-hydroxynaphthalene), CN(C)CN(C)C (N,N,N',N'-tetramethyldiaminomethane). The solvent is O1CCOCC1 (1,4-dioxane). Yields the product OC1=C(C2=CC=CC=C2C=C1)CN(C)C (2-hydroxy-1-(dimethylaminomethyl)naphthalene). Reaction SMILES: [OH:1][C:2]1[CH:11]=[CH:10][C:9]2[C:4](=[CH:5][CH:6]=[CH:7][CH:8]=2)[CH:3]=1.[CH3:12][N:13]([CH2:15]N(C)C)[CH3:14]>O1CCOCC1>[OH:1][C:2]1[CH:11]=[CH:10][C:9]2[C:4](=[CH:5][CH:6]=[CH:7][CH:8]=2)[C:3]=1[CH2:12][N:13]([CH3:15])[CH3:14]. Procedure: A mixture of 2-hydroxynaphthalene (20.18 g), N,N,N',N'-tetramethyldiaminomethane (19.10 ml) and 1,4-dioxane (200 ml) was heated on a steam bath for 24 hours and then evaporated to dryness under reduced pressure. The residue was dissolved in 2M hydrochloric acid and washed with ethyl acetate, neutralised with concentrated sodium hydroxide solution and extracted with dichloromethane to give a solid which was recrystallised from petroleum ether, b.p. 60°-80° C. to give 2-hydroxy-1-(dimethylaminomet... Procedure details: 5-iodo-4-oxo-1,4-dihydroquinoline-2-carboxylic acid; 5-bromo-7-methyl-4-oxo-1,4-dihydroquinoline-2-carboxylic acid; Yields the product C(C)C1=C2C(C=C(NC2=CC=C1)C(=O)O)=O (5-ethyl-4-oxo-1,4-dihydroquinoline-2-carboxylic acid). Reactants: IC1=C2C(C=C(NC2=CC=C1)C(=O)O)=O (5-iodo-4-oxo-1,4-dihydroquinoline-2-carboxylic acid), BrC1=C2C(C=C(NC2=CC(=C1)C)C(=O)O)=O (5-bromo-7-methyl-4-oxo-1,4-dihydroquinoline-2-carboxylic acid). RXN SMILES: I[C:2]1[CH:11]=[CH:10][CH:9]=[C:8]2[C:3]=1[C:4](=[O:15])[CH:5]=[C:6]([C:12]([OH:14])=[O:13])[NH:7]2.Br[C:17]1C=C(C)C=C2[C:18]=1C(=O)C=C(C(O)=O)N2>>[CH2:17]([C:2]1[CH:11]=[CH:10][CH:9]=[C:8]2[C:3]=1[C:4](=[O:15])[CH:5]=[C:6]([C:12]([OH:14])=[O:13])[NH:7]2)[CH3:18]. Reactants: C(C#C)OC1=CC=CC=2CC(OC21)C(=O)OCC (Ethyl 7-(2-propinyloxy)-2,3-dihydro-benzofuran-2-carboxylate), C1CC(=O)N(C1=O)Br (NBS). The reagents and catalysts are [N+](=O)([O-])[O-].[Ag+] (AgNO3). Solvent: CC(=O)C (acetone). Product: BrC#CCOC1=CC=CC=2CC(OC21)C(=O)OC (Methyl 7-(3-bromo-2-propinyloxy)-2,3-dihydro-benzofuran-2-carboxylate). As a reaction SMILES: [CH2:1]([O:4][C:5]1[C:13]2[O:12][CH:11]([C:14]([O:16][CH2:17]C)=[O:15])[CH2:10][C:9]=2[CH:8]=[CH:7][CH:6]=1)[C:2]#[CH:3].C1C(=O)N([Br:26])C(=O)C1>CC(C)=O.[N+]([O-])([O-])=O.[Ag+]>[Br:26][C:3]#[C:2][CH2:1][O:4][C:5]1[C:13]2[O:12][CH:11]([C:14]([O:16][CH3:17])=[O:15])[CH2:10][C:9]=2[CH:8]=[CH:7][CH:6]=1 |f:3.4|. Procedure: 67.98 g (0.293 mol) of the compound from Example 46 and 61 g (0.340 mol) of NBS are stirred at 20° C. for 30 minutes in the presence of 5 g of AgNO3 in 2.5 l of acetone. The mixture is concentrated to about 500 ml, poured onto 2 l of ice/water and shaken twice with 500 ml of ethyl acetate each time. The mixture is filtered, and the ethyl acetate phases are dried over Na2SO4 and evaporated. The residue is flash chromatographed on silica gel (eluent: petroleum ether/acetone 3:1). As a reaction SMILES: [Al+3:27].[CH3:1][CH2:2][O:3][CH2:4][CH3:5].[CH:39]([Cl:40])([Cl:41])[Cl:42].[H-:26].[H-:29].[H-:30].[H-:31].[Li+:28].[Na+:32].[Na+:33].[O-:34][S:35](=[O:36])(=[O:37])[O-:38].[O:6]1[CH:7]([O:12][c:13]2[cH:14][cH:15][c:16]([CH:17]=[CH:18][C:19](=[O:20])[O:21][CH2:22][CH3:23])[cH:24][cH:25]2)[CH2:8][CH2:9][CH2:10][CH2:11]1>>[O:6]1[CH:7]([O:12][c:13]2[cH:14][cH:15][c:16]([CH:17]=[CH:18][CH2:19][OH:20])[cH:24][cH:25]2)[CH2:8][CH2:9][CH2:10][CH2:11]1. Reactants: [Al+3], CCOCC, ClC(Cl)Cl, [H-], [H-], [H-], [H-], [Li+], [Na+], [Na+], O=S(=O)([O-])[O-], CCOC(=O)C=Cc1ccc(OC2CCCCO2)cc1. Yields the product OCC=Cc1ccc(OC2CCCCO2)cc1.